Dataset: the Open Reaction Database (ORD), a public repository of structured organic reaction records. Task: describe an organic reaction: reactants, conditions, products, and yield Starting materials: CC(C)(C)C(=O)OCCl, CS(C)=O, [H-], [Na+], Cc1nc2c([nH]1)c(=O)[nH]c(=O)n2Cc1ccco1. Product: Cc1nc2c(c(=O)[nH]c(=O)n2Cc2ccco2)n1COC(=O)C(C)(C)C. Reaction SMILES: [C:21]([C:22]([CH3:23])([CH3:24])[CH3:25])(=[O:26])[O:27][CH2:28][Cl:29].[CH3:30][S:31](=[O:32])[CH3:33].[H-:19].[Na+:20].[o:1]1[c:2]([CH2:6][n:7]2[c:8](=[O:18])[nH:9][c:10](=[O:17])[c:11]3[nH:12][c:13]([CH3:16])[n:14][c:15]23)[cH:3][cH:4][cH:5]1>>[o:1]1[c:2]([CH2:6][n:7]2[c:8](=[O:18])[nH:9][c:10](=[O:17])[c:11]3[n:12]([CH2:28][O:27][C:21]([C:22]([CH3:23])([CH3:24])[CH3:25])=[O:26])[c:13]([CH3:16])[n:14][c:15]23)[cH:3][cH:4][cH:5]1. Starting materials: Cl.Cl.N1(C=NC=C1)CCCCN (4(1H-imidazol-1-yl)butanamine dihydrochloride), [OH-].[Na+] (sodium hydroxide), I.CSC1=NC2=CC=CC=3C2=C1C=CC3 (2-(methylthio)benz[cd]indole hydroiodide). Run in C(C)O (ethanol). Run at temperature -10 celsius. Product: I.N1(C=NC=C1)CCCCNC1=NC2=CC=CC=3C2=C1C=CC3 (N-[4-(1H-Imidazol-1-yl)butyl]benz[cd]indol-2-amine, monohydroiodide). RXN SMILES: Cl.Cl.[N:3]1([CH2:8][CH2:9][CH2:10][CH2:11][NH2:12])[CH:7]=[CH:6][N:5]=[CH:4]1.[OH-].[Na+].[IH:15].CS[C:18]1[C:26]2[CH:27]=[CH:28][CH:29]=[C:24]3[C:25]=2[C:20](=[CH:21][CH:22]=[CH:23]3)[N:19]=1>C(O)C>[IH:15].[N:3]1([CH2:8][CH2:9][CH2:10][CH2:11][NH:12][C:18]2[C:26]3[CH:27]=[CH:28][CH:29]=[C:24]4[C:25]=3[C:20](=[CH:21][CH:22]=[CH:23]4)[N:19]=2)[CH:7]=[CH:6][N:5]=[CH:4]1 |f:0.1.2,3.4,5.6,8.9|. Reported procedure: A 2.2 g portion 4(1H-imidazol-1-yl)butanamine dihydrochloride and 2 ml of 10N sodium hydroxide in 200 ml of ethanol was stirred for 10 minutes and then treated with 3.2 g of 2-(methylthio)benz[cd]indole hydroiodide. This mixture was heated at reflux for 16 hours and then cooled to -10° C. The mixture was reheated to boiling, clarified while hot and the filtrate cooled to -10° C. The solid was collected, washed with ethanol, then ether and dried at 60° C. in vacuo, giving 2.0 g of the desired pro...